The task is: describe an organic reaction: reactants, conditions, products, and yield. This data is from the Open Reaction Database (ORD), a public repository of structured organic reaction records. The reactants are CCOC(=O)COc1ccccc1C=C1CCCC1=O, CNC, CCO, Cl, Cl, O. Product: CCOC(=O)COc1ccccc1C=C1CCC(CN(C)C)C1=O, Cl. As a reaction SMILES: [CH2:9]([CH3:10])[O:11][C:12](=[O:13])[CH2:14][O:15][c:16]1[c:17]([CH:18]=[C:19]2[C:20](=[O:24])[CH2:21][CH2:22][CH2:23]2)[cH:25][cH:26][cH:27][cH:28]1.[CH3:2][NH:3][CH3:4].[CH3:5][CH2:6][OH:7].[ClH:1].[ClH:8].[OH2:29]>>[CH3:2][N:3]([CH3:4])[CH2:5][CH:21]1[C:20](=[O:24])[C:19](=[CH:18][c:17]2[c:16]([O:15][CH2:14][C:12]([O:11][CH2:9][CH3:10])=[O:13])[cH:28][cH:27][cH:26][cH:25]2)[CH2:23][CH2:22]1.[ClH:1].